Task: describe an organic reaction: reactants, conditions, products, and yield. Dataset: the Open Reaction Database (ORD), a public repository of structured organic reaction records Starting materials: N (NH3), N (NH3), N (NH3), C(C)(C)(C)N=NC1(CCCCC1)N=C=S (1-t-butylazo-1-isothiocyanatocyclohexane), C(=O)=O (dry ice), O (water). Solvent: CO (methanol). Reaction conditions: time 3 hour. Yields the product C(C)(C)(C)N=NC1(CCCCC1)NC(=S)N (N-[1-(t-Butylazo)cyclohexyl]thiourea). Reaction SMILES: [C:1]([N:5]=[N:6][C:7]1([N:13]=[C:14]=[S:15])[CH2:12][CH2:11][CH2:10][CH2:9][CH2:8]1)([CH3:4])([CH3:3])[CH3:2].[NH3:16].C(=O)=O.O>CO>[C:1]([N:5]=[N:6][C:7]1([NH:13][C:14]([NH2:16])=[S:15])[CH2:8][CH2:9][CH2:10][CH2:11][CH2:12]1)([CH3:4])([CH3:2])[CH3:3]. Procedure details: To a solution of 7.4 grams (0.032 moles) of 1-t-butylazo-1-isothiocyanatocyclohexane in 80 ml of methanol in a 250 ml reaction flask equipped with magnetic stirrer, thermometer, dry-ice condenser and gas addition tube was added NH3 gas until an NH3 reflux was obtained in the condenser. The reaction mixture was stirred for 3 hours at room temperature while maintaining a gentle NH3 reflux in the dry ice condenser. The reaction mixture was then poured into 200 ml of water and the product extracted ... The reactants are FC1=CC=C2C=CNC2=C1CSC (6-Fluoro-7-[(methylsulfanyl)methyl]-1H-indole), C1(CC1)C(O)C1=CC=C(C=C1)Cl (Cyclopropyl-(4-chlorophenyl)methanol), ClC1=C(C=CC(=C1)F)C(C1=CNC2=C(C(=CC=C12)F)CSC)C1CC1 (3-[(2-Chloro-4-fluorophenyl)(cyclopropyl)methyl]-6-fluoro-7-[(methylsulfanyl)methyl]-1H-indole). Product: ClC1=CC=C(C=C1)C(C1=CNC2=C(C(=CC=C12)F)CSC)C1CC1 (3-[(4-Chlorophenyl)(cyclopropyl)methyl]-6-fluoro-7-[(methylsulfanyl)methyl]-1H-indole). RXN SMILES: [F:1][C:2]1[C:10]([CH2:11][S:12][CH3:13])=[C:9]2[C:5]([CH:6]=[CH:7][NH:8]2)=[CH:4][CH:3]=1.[CH:14]1([CH:17]([C:19]2[CH:24]=[CH:23][C:22]([Cl:25])=[CH:21][CH:20]=2)O)[CH2:16][CH2:15]1.ClC1C=C(F)C=CC=1C(C1CC1)C1C2C(=C(CSC)C(F)=CC=2)NC=1>>[Cl:25][C:22]1[CH:23]=[CH:24][C:19]([CH:17]([CH:14]2[CH2:15][CH2:16]2)[C:6]2[C:5]3[C:9](=[C:10]([CH2:11][S:12][CH3:13])[C:2]([F:1])=[CH:3][CH:4]=3)[NH:8][CH:7]=2)=[CH:20][CH:21]=1. Reported procedure: The title compound was prepared starting from 500 mg (2.56 mmol) of the compound from Example 9A and 468 mg (2.56 mmol) of the compound from Example 153A in analogy to the synthesis of the compound from Example 233. 411 mg (44% of theory) of the target compound were obtained. Starting materials: [Cl-] (chloride), C[Mg]Cl (methylmagnesium chloride), O1CCCC1 (tetrahydrofuran), C(C)OCC (diethyl ether), ClC1C=2C(=C(C=CC2C=C2[NH+]1CCC1=CC3=C(C=C21)OCO3)OC)OC (8-chloro-9,10-dimethoxy-5,6-dihydro-[1,3]dioxolo[4,5-g]isoquino[3,2-a]isoquinolin-7-ylium). Conditions: temperature 0 celsius, time 30 minute. Product: COC1=C(C=CC=2C=C3N(CCC4=CC5=C(C=C34)OCO5)C(C12)(C)C)OC (9,10-dimethoxy-8,8-dimethyl-5,8-dihydro-6H-[1,3]dioxolo[4,5-g]isoquino[3,2-a]isoquinoline). Yield: 87.0%. Reaction SMILES: Cl[CH:2]1[NH+:11]2[CH2:12][CH2:13][C:14]3[C:19]([C:10]2=[CH:9][C:8]2[CH:7]=[CH:6][C:5]([O:23][CH3:24])=C(OC)[C:3]1=2)=[CH:18][C:17]1[O:20][CH2:21][O:22][C:16]=1[CH:15]=3.[Cl-].C[Mg]Cl.O1CCC[CH2:32]1.[CH2:36]([O:38][CH2:39][CH3:40])C>>[CH3:36][O:38][C:39]1[C:40]2[C:2]([CH3:3])([CH3:32])[N:11]3[CH2:12][CH2:13][C:14]4[C:19]([C:10]3=[CH:9][C:8]=2[CH:7]=[CH:6][C:5]=1[O:23][CH3:24])=[CH:18][C:17]1[O:20][CH2:21][O:22][C:16]=1[CH:15]=4. Reported procedure: To a suspension of 8-chloro-9,10-dimethoxy-5,6-dihydro-[1,3]dioxolo[4,5-g]isoquino[3,2-a]isoquinolin-7-ylium; chloride (2 g, 5 mmol) in anhydrous diethyl ether (150 mL) at 0° C. was added a solution of methylmagnesium chloride in tetrahydrofuran (3 M, 18 mL, 54 mmol) dropwise. After stirring at 0° C. for 30 min, the reaction was quenched by adding saturated aqueous ammonium chloride solution (50 mL). The mixture was extracted with diethyl ether (2×100 mL), washed with brine, dried over anhydrous...